This data is from the Open Reaction Database (ORD), a public repository of structured organic reaction records. The task is: describe an organic reaction: reactants, conditions, products, and yield The reactants are C(C=C)OC(=O)N(CC(=O)NC1=C(C(=O)C2=CC=CC=C2)C=CC=C1)C1=CC=CC=C1 (2-(Allyloxycarbonylphenylglycylamino)benzophenone), C(C=C)OC(=O)C=1C=C(C=CC1)NC(NCC(=O)O)=O ((3-Allyloxycarbonylphenyl)ureidoacetic acid), C(C1=CC=CC=C1)OC(=O)N1CCC(CC1)C(=O)C1=C(N)C=CC=C1 (2-(N-(benzyloxycarbonyl)piperidine-4-carbonyl)aniline), C(C=C)OC(=O)C=1C=C(C=CC1)NC(NCC(=O)O)=O ((3-Allyloxycarbonylphenyl)ureidoacetic acid). Yields the product C(C1=CC=CC=C1)OC(=O)N1CCC(CC1)C(=O)C1=C(C=CC=C1)NC(=O)CNC(NC=1C=C(C(=O)OCC=C)C=CC1)=O (Allyl 3-(3-(2-(N-(benzyloxycarbonyl)piperidine-4-carbonyl)phenylcarbamoylmethyl)ureido)benzoate). Yield: 65.2%. RXN SMILES: C(OC(N(C1C=CC=CC=1)CC(NC1C=CC=CC=1C(C1C=CC=CC=1)=O)=O)=O)C=C.[CH2:32]([O:39][C:40]([N:42]1[CH2:47][CH2:46][CH:45]([C:48]([C:50]2[CH:56]=[CH:55][CH:54]=[CH:53][C:51]=2[NH2:52])=[O:49])[CH2:44][CH2:43]1)=[O:41])[C:33]1[CH:38]=[CH:37][CH:36]=[CH:35][CH:34]=1.[CH2:57]([O:60][C:61]([C:63]1[CH:64]=[C:65]([NH:69][C:70](=[O:76])[NH:71][CH2:72][C:73](O)=[O:74])[CH:66]=[CH:67][CH:68]=1)=[O:62])[CH:58]=[CH2:59]>>[CH2:32]([O:39][C:40]([N:42]1[CH2:47][CH2:46][CH:45]([C:48]([C:50]2[CH:56]=[CH:55][CH:54]=[CH:53][C:51]=2[NH:52][C:73]([CH2:72][NH:71][C:70](=[O:76])[NH:69][C:65]2[CH:64]=[C:63]([CH:68]=[CH:67][CH:66]=2)[C:61]([O:60][CH2:57][CH:58]=[CH2:59])=[O:62])=[O:74])=[O:49])[CH2:44][CH2:43]1)=[O:41])[C:33]1[CH:34]=[CH:35][CH:36]=[CH:37][CH:38]=1. Reported procedure: According to the method for the synthesis of the compound 6b, the titled compound (780 mg) is prepared using 2-(N-(benzyloxycarbonyl)piperidine-4-carbonyl)aniline (677 mg) and 2-(benzyloxycarbonylglycilamino)benzophenone (compound 46) (556 mg) as starting materials. Yield 65%. Run in C1CCOC1 (THF). RXN SMILES: [OH-].[Na+].[F:3][C:4]([F:18])([F:17])[CH2:5][O:6][C:7]1[CH:16]=[CH:15][C:10]2[S:11]C(=O)[O:13][C:9]=2[CH:8]=1>C1COCC1>[F:18][C:4]([F:3])([F:17])[CH2:5][O:6][C:7]1[CH:16]=[CH:15][C:10]([SH:11])=[C:9]([OH:13])[CH:8]=1 |f:0.1|. The product is FC(COC=1C=CC(=C(C1)O)S)(F)F (5-(2,2,2-trifluoroethoxy)-2-mercaptophenol). Procedure details: In some embodiments, the 5-(2,2,2-trifluoroethoxy)-2-mercaptophenol can be generated by hydrolysis of 6-(2,2,2-trifluoroethoxy)benzo[d][1,3]oxathiol-2-one and used in the aforementioned step without isolation in a solid form. In one embodiment, the 6-(2,2,2-trifluoroethoxy)benzo[d][1,3]oxathiol-2-one can be hydrolyzed with aqueous sodium hydroxide to afford 5-(2,2,2-trifluoroethoxy)-2-mercaptophenol. In an exemplary embodiment, the 6-(2,2,2-trifluoroethoxy)benzo[d][1,3]oxathiol-2-one dissolved i... Reactants: [OH-].[Na+] (sodium hydroxide), FC(COC1=CC2=C(SC(O2)=O)C=C1)(F)F (6-(2,2,2-trifluoroethoxy)benzo[d][1,3]oxathiol-2-one).